Dataset: the Open Reaction Database (ORD), a public repository of structured organic reaction records. Task: describe an organic reaction: reactants, conditions, products, and yield Starting materials: CCOC(=O)c1c(O)c2cscc2[nH]c1=O, Cc1ccccc1, NC1CCCCC1. Product: O=C(NC1CCCCC1)c1c(O)c2cscc2[nH]c1=O. RXN SMILES: [CH2:8]([O:10][C:11](=[O:9])[c:13]1[c:14](=[O:23])[nH:15][c:16]2[cH:17][s:18][cH:19][c:20]2[c:21]1[OH:22])[CH3:12].[CH3:24][c:25]1[cH:26][cH:27][cH:28][cH:29][cH:30]1.[NH2:1][CH:2]1[CH2:3][CH2:4][CH2:5][CH2:6][CH2:7]1>>[NH:1]([CH:2]1[CH2:3][CH2:4][CH2:5][CH2:6][CH2:7]1)[C:11](=[O:10])[c:13]1[c:14](=[O:23])[nH:15][c:16]2[cH:17][s:18][cH:19][c:20]2[c:21]1[OH:22].